From a dataset of the Open Reaction Database (ORD), a public repository of structured organic reaction records. describe an organic reaction: reactants, conditions, products, and yield The reactants are C(=O)(Cl)Cl (phosgene), C1(=CC=CC=C1)C(C)N1CC(C1)OC1=NC=CC=C1 (1-(1-phenylethyl)-3-(2-pyridyloxy)azetidine), C(C=C)N (allyl amine), C([O-])([O-])=O.[K+].[K+] (potassium carbonate). Solvent: C1=CC=CC=C1 (benzene), C(Cl)Cl (methylene chloride), C(Cl)Cl (methylene chloride). Reaction conditions: time 15 minute. Yields the product C(C=C)NC(=O)N1CC(C1)OC1=NC=CC=C1 (N-(2-Propenyl)-3-(2-pyridinyloxy)-1-azetidinecarboxamide). As a reaction SMILES: C(=O)([O-])[O-].[K+].[K+].C(Cl)(Cl)=[O:8].C1([CH:17]([N:19]2[CH2:22][CH:21]([O:23][C:24]3[CH:29]=[CH:28][CH:27]=[CH:26][N:25]=3)[CH2:20]2)C)C=CC=CC=1.[CH2:30]([NH2:33])[CH:31]=[CH2:32]>C(Cl)Cl.C1C=CC=CC=1>[CH2:30]([NH:33][C:17]([N:19]1[CH2:20][CH:21]([O:23][C:24]2[CH:29]=[CH:28][CH:27]=[CH:26][N:25]=2)[CH2:22]1)=[O:8])[CH:31]=[CH2:32] |f:0.1.2|. Procedure: To a stirred suspension of 10 g (0.072 mole) of finely ground potassium carbonate in 90 ml of methylene chloride was added 32 ml (0.062 mole) of 2M of phosgene in benzene. The mixture was stirred for 15 min and 8 g (0.031 mole) of 1-(1-phenylethyl)-3-(2-pyridyloxy)azetidine in 50 ml of methylene chloride was added. The mixture was stirred at 25° C. for 2 hr and concentrated on a rotary evaporator at 25° C./30 mm and the residue was treated with 100 ml of tetrahydrofuran. The stirred mixture was ... The product is CC(C)(C)OC(=O)c1ccc(N2CC(CN)OC2=O)cc1F. Starting materials: [BH3-]C#N, CC(C)(C)OC(=O)c1ccc(N2CC(CN=[N+]=[N-])OC2=O)cc1F, [Na+], C1CCOC1, c1ccc(P(c2ccccc2)c2ccccc2)cc1. RXN SMILES: [C:44]([BH3-:45])#[N:46].[N:20](=[N+:21]=[N-:22])[CH2:23][CH:24]1[CH2:25][N:26]([c:30]2[cH:31][c:32]([F:43])[c:33]([C:36](=[O:37])[O:38][C:39]([CH3:40])([CH3:41])[CH3:42])[cH:34][cH:35]2)[C:27](=[O:29])[O:28]1.[Na+:47].[O:48]1[CH2:49][CH2:50][CH2:51][CH2:52]1.[c:1]1([P:2]([c:3]2[cH:4][cH:5][cH:6][cH:7][cH:8]2)[c:9]2[cH:10][cH:11][cH:12][cH:13][cH:14]2)[cH:15][cH:16][cH:17][cH:18][cH:19]1>>[NH2:20][CH2:23][CH:24]1[CH2:25][N:26]([c:30]2[cH:31][c:32]([F:43])[c:33]([C:36](=[O:37])[O:38][C:39]([CH3:40])([CH3:41])[CH3:42])[cH:34][cH:35]2)[C:27](=[O:29])[O:28]1. RXN SMILES: [CH3:22][O:23][CH2:24][CH2:25][O:26][CH3:27].[Cl:15][C:16](=[O:17])[O:18][CH2:19][CH3:20].[F:1][C:2]([O:3][c:4]1[c:5]([NH2:6])[cH:7][cH:8][cH:9][cH:10]1)([F:11])[F:12].[H-:13].[Na+:14].[OH2:21]>>[F:1][C:2]([O:3][c:4]1[c:5]([NH:6][C:16](=[O:17])[O:18][CH2:19][CH3:20])[cH:7][cH:8][cH:9][cH:10]1)([F:11])[F:12]. Yields the product CCOC(=O)Nc1ccccc1OC(F)(F)F. The reactants are COCCOC, CCOC(=O)Cl, Nc1ccccc1OC(F)(F)F, [H-], [Na+], O. Reactants: CN1C(=C(C2=CC=CC=C12)C)C(=O)N[C@@H](C(C)C)C(=O)NC(CC(=O)OC(C)(C)C)C(COCC1=C(C=CC=C1Cl)Cl)=O (N-[(1,3-Dimethylindole-2-carbonyl)valinyl]-3-amino-4-oxo-5-(2′,6′-dichloro-benzyloxy)pentanoic acid, t-butyl ester), C(=O)(C(F)(F)F)O (TFA). Run in C1(=CC=CC=C1)OC (anisole), C(Cl)Cl (methylene chloride). Run at time 30 minute. Yields the product CN1C(=C(C2=CC=CC=C12)C)C(=O)N[C@@H](C(C)C)C(=O)NC(CC(=O)O)C(COCC1=C(C=CC=C1Cl)Cl)=O (N-[(1,3-dimethylindole-2-carbonyl)Valinyl]-3-amino-4-Oxo-5-(2′,6′-dichlorob enzyloxy)Pentanoic Acid). The yield is 76.1%. RXN SMILES: [CH3:1][N:2]1[C:10]2[C:5](=[CH:6][CH:7]=[CH:8][CH:9]=2)[C:4]([CH3:11])=[C:3]1[C:12]([NH:14][C@H:15]([C:19]([NH:21][CH:22]([C:31](=[O:43])[CH2:32][O:33][CH2:34][C:35]1[C:40]([Cl:41])=[CH:39][CH:38]=[CH:37][C:36]=1[Cl:42])[CH2:23][C:24]([O:26]C(C)(C)C)=[O:25])=[O:20])[CH:16]([CH3:18])[CH3:17])=[O:13].C(O)(C(F)(F)F)=O>C1(OC)C=CC=CC=1.C(Cl)Cl>[CH3:1][N:2]1[C:10]2[C:5](=[CH:6][CH:7]=[CH:8][CH:9]=2)[C:4]([CH3:11])=[C:3]1[C:12]([NH:14][C@H:15]([C:19]([NH:21][CH:22]([C:31](=[O:43])[CH2:32][O:33][CH2:34][C:35]1[C:40]([Cl:41])=[CH:39][CH:38]=[CH:37][C:36]=1[Cl:42])[CH2:23][C:24]([OH:26])=[O:25])=[O:20])[CH:16]([CH3:18])[CH3:17])=[O:13]. Procedure details: A solution of N-[(1,3-Dimethylindole-2-carbonyl)valinyl]-3-amino-4-oxo-5-(2′,6′-dichloro-benzyloxy)pentanoic acid, t-butyl ester (49 mg) in anisole (0.2 mL) and methylene chloride (2 mL) was treated with TFA (1 ml) and stirred for 30 minutes under a nitrogen atmosphere at room temperature. The resultant solution was concentrated and chased with methylene chloride to give a white solid as the crude product. The crude product was triturated with ether to yield the title product as a white powder (... Starting materials: C(C)OC(=O)C1(CC2=CC=CC=C2C1)NC(C1=C(C(=CC=C1)C)\C=C/CCC)=O (2-[3-Methyl-2-((Z)-pent-1-enyl)-benzoylamino]-indan-2-carboxylic acid ethyl ester). The reagents and catalysts are [Pd] (Pd—C). Run in CCO (EtOH). The product is C(C)OC(=O)C1(CC2=CC=CC=C2C1)NC(C1=C(C(=CC=C1)C)CCCCC)=O (2-(3-Methyl-2-pentyl-benzoylamino)-indan-2-carboxylic acid ethyl ester). Yield: 88.4%. Reaction SMILES: [CH2:1]([O:3][C:4]([C:6]1([NH:15][C:16](=[O:29])[C:17]2[CH:22]=[CH:21][CH:20]=[C:19]([CH3:23])[C:18]=2/[CH:24]=[CH:25]\[CH2:26][CH2:27][CH3:28])[CH2:14][C:13]2[C:8](=[CH:9][CH:10]=[CH:11][CH:12]=2)[CH2:7]1)=[O:5])[CH3:2]>CCO.[Pd]>[CH2:1]([O:3][C:4]([C:6]1([NH:15][C:16](=[O:29])[C:17]2[CH:22]=[CH:21][CH:20]=[C:19]([CH3:23])[C:18]=2[CH2:24][CH2:25][CH2:26][CH2:27][CH3:28])[CH2:7][C:8]2[C:13](=[CH:12][CH:11]=[CH:10][CH:9]=2)[CH2:14]1)=[O:5])[CH3:2]. Procedure: To a solution of 2-[3-methyl-2-((Z)-pent-1)-enyl-benzoylamino]-indan-2-carboxylic acid ethyl ester (124) (92 mg, 0.23 mmol) in absolute EtOH (10 mL) is added the catalyst, Pd—C (50% wetted powder, 10% Pd, 30 mg, 1.4% mmol) under argon. The resulting reaction mixture is moved to the Paar apparatus to run hydrogenation: 50 psi, room temperature, overnight. The catalyst is removed by the filtration through a pre-column (10 g silica gel) and washed by EtOH. The combined EtOH solution is concentrated... The reactants are CC=1NC2=CC=C(C=C2C1)C (2,5-Dimethylindole), Cl (HCl), C(O)([O-])=O.[Na+] (sodium hydrogen carbonate), [N+](=O)([O-])C=1C=CC=C2C(=CC=NC12)Cl (8-nitro-4-chloroquinoline). Reagents/catalysts: O1CCOCC1 (dioxane). Solvent: CN1CCCC1=O (NMP). Reaction conditions: temperature 120 celsius, time 8 hour. Yields the product [N+](=O)([O-])C=1C=CC=C2C=CC(=NC12)C1=C(NC2=CC=C(C=C12)C)C (8-Nitro-(2,5-dimethyl-1H-indol-3-yl)quinoline). The yield is 85.6%. Reaction SMILES: [CH3:1][C:2]1[NH:3][C:4]2[C:9]([CH:10]=1)=[CH:8][C:7]([CH3:11])=[CH:6][CH:5]=2.[N+:12]([C:15]1[CH:16]=[CH:17][CH:18]=[C:19]2[C:24]=1[N:23]=[CH:22][CH:21]=[C:20]2Cl)([O-:14])=[O:13].Cl.C(=O)([O-])O.[Na+]>CN1C(=O)CCC1.O1CCOCC1>[N+:12]([C:15]1[CH:16]=[CH:17][CH:18]=[C:19]2[C:24]=1[N:23]=[C:22]([C:10]1[C:9]3[C:4](=[CH:5][CH:6]=[C:7]([CH3:11])[CH:8]=3)[NH:3][C:2]=1[CH3:1])[CH:21]=[CH:20]2)([O-:14])=[O:13] |f:3.4|. Procedure details: 2,5-Dimethylindole (300 mg) and 8-nitro-4-chloroquinoline (430 mg) were suspended in NMP (10 ml) containing 4M HCl in dioxane (2 drops) and maintained under a nitrogen atmosphere. The reaction was heated to 120° C. with stirring for 8 hours. When cooled, the mixture was basified with saturated sodium hydrogen carbonate solution and extracted into ethyl acetate, dried (MgSO4) and evaporated under reduced pressure to give an oil. The oil was purified by flash column chromatography using 2:1 isohex...